This data is from the Open Reaction Database (ORD), a public repository of structured organic reaction records. The task is: describe an organic reaction: reactants, conditions, products, and yield Reactants: 105, C(C)(C)(C)OC(CCC1=NOC(C1)C(=O)OC)=O (4,5-dihydro-5-methoxycarbonyl-3-isoxazolepropanoic acid t-butyl ester), C(C)OCC (diethyl ether). Reagents/catalysts: O=[Pt]=O (PtO2). The solvent is CO (methanol). Product: C(C)(C)(C)OC(C(CC1NC(CC1)=O)O)=O (5-oxo-alpha-hydroxy-2-pyrrolidinepropanoic acid t-butyl ester). RXN SMILES: [C:1]([O:5][C:6](=[O:18])[CH2:7][CH2:8][C:9]1[CH2:13][CH:12]([C:14](OC)=[O:15])O[N:10]=1)([CH3:4])([CH3:3])[CH3:2].C([O:21]CC)C>CO.O=[Pt]=O>[C:1]([O:5][C:6](=[O:18])[CH:7]([OH:21])[CH2:8][CH:9]1[CH2:13][CH2:12][C:14](=[O:15])[NH:10]1)([CH3:4])([CH3:3])[CH3:2]. Procedure details: A suspension of 105 of 4,5-dihydro-5-methoxycarbonyl-3-isoxazolepropanoic acid t-butyl ester and 2.0 g of PtO2 /C in 1 L of methanol is placed under a hydrogen atmosphere with agitation. After H2 absorption is complete, the solution is filtered and the solvent removed under reduced pressure to give an oil. The oil is titurated with anhydrous diethyl ether and filtered to yield 5-oxo-alpha-hydroxy-2-pyrrolidinepropanoic acid t-butyl ester as a white solid with mp 110°-112° C. NMR (CDCl3) and 6.38... Reactants: [Br-], C1CCOC1, CCOC(=O)C(=O)c1c(OC)cccc1OC, C[Si](C)(C)[N-][Si](C)(C)C, C[P+](c1ccccc1)(c1ccccc1)c1ccccc1, Cc1ccccc1, [K+]. The product is C=C(C(=O)OCC)c1c(OC)cccc1OC. RXN SMILES: [Br-:28].[CH2:49]1[O:50][CH2:51][CH2:52][CH2:53]1.[CH3:11][O:12][c:13]1[c:14]([C:21]([C:22](=[O:23])[O:24][CH2:25][CH3:26])=[O:27])[c:15]([O:19][CH3:20])[cH:16][cH:17][cH:18]1.[CH3:1][Si:2]([N-:3][Si:4]([CH3:5])([CH3:6])[CH3:7])([CH3:8])[CH3:9].[CH3:29][P+:30]([c:31]1[cH:32][cH:33][cH:34][cH:35][cH:36]1)([c:37]1[cH:38][cH:39][cH:40][cH:41][cH:42]1)[c:43]1[cH:44][cH:45][cH:46][cH:47][cH:48]1.[CH3:54][c:55]1[cH:56][cH:57][cH:58][cH:59][cH:60]1.[K+:10]>>[CH2:1]=[C:21]([c:14]1[c:13]([O:12][CH3:11])[cH:18][cH:17][cH:16][c:15]1[O:19][CH3:20])[C:22](=[O:23])[O:24][CH2:25][CH3:26]. Reactants: COC(=O)c1cccc(N)c1O, O=C[O-], O=CO, [Na+]. Yields the product COC(=O)c1cccc(NC=O)c1O. As a reaction SMILES: [CH3:1][O:2][C:3]([c:4]1[c:5]([OH:6])[c:7]([NH2:11])[cH:8][cH:9][cH:10]1)=[O:12].[CH:13](=[O:14])[O-:15].[CH:17]([OH:18])=[O:19].[Na+:16]>>[CH3:1][O:2][C:3]([c:4]1[c:5]([OH:6])[c:7]([NH:11][CH:13]=[O:14])[cH:8][cH:9][cH:10]1)=[O:12]. The reactants are O (water), N1C=NC=C1 (imidazole), ClCC(=O)N1CCC(CC1)OC1=C(C(=C(C(=C1F)F)F)F)F (1-(2-chloroacetyl)-4-(2,3,4,5,6-pentafluorophenoxy)piperidine). Solvent: CN(C=O)C (dimethylformamide), CN(C=O)C (dimethylformamide). Conditions: temperature 75 celsius, time 5 hour. The product is N1(C=NC=C1)CC(=O)N1CCC(CC1)OC1=C(C(=C(C(=C1F)F)F)F)F (1-[(2-imidazol-1-yl)acetyl]-4-(2,3,4,5,6-pentafluorophenoxy)piperidine). Yield: 46.9%. Reaction SMILES: [NH:1]1[CH:5]=[CH:4][N:3]=[CH:2]1.Cl[CH2:7][C:8]([N:10]1[CH2:15][CH2:14][CH:13]([O:16][C:17]2[C:22]([F:23])=[C:21]([F:24])[C:20]([F:25])=[C:19]([F:26])[C:18]=2[F:27])[CH2:12][CH2:11]1)=[O:9].O>CN(C)C=O>[N:1]1([CH2:7][C:8]([N:10]2[CH2:11][CH2:12][CH:13]([O:16][C:17]3[C:18]([F:27])=[C:19]([F:26])[C:20]([F:25])=[C:21]([F:24])[C:22]=3[F:23])[CH2:14][CH2:15]2)=[O:9])[CH:5]=[CH:4][N:3]=[CH:2]1. Procedure: A stirring solution of 7.11 g of imidazole in 100 ml of dimethylformamide was treated with a solution of 7.22 g of 1-(2-chloroacetyl)-4-(2,3,4,5,6-pentafluorophenoxy)piperidine in 50 ml of dimethylformamide and then stirred at 75° C. for five hours. After cooling, the reaction mixture was poured into water and extracted with ethyl acetate. The organic layer was washed with water followed by a saturated solution of sodium chloride, dried over anhydrous magnesium sulfate, filtered and concentrated... The reactants are OCCOCCO, COC(=O)c1ccc(O)c(Cl)c1. Product: O=C(OCCOCCO)c1ccc(O)c(Cl)c1. As a reaction SMILES: [CH2:13]([CH2:14][O:15][CH2:16][CH2:17][OH:18])[OH:19].[CH3:1][O:2][C:3]([c:4]1[cH:5][c:6]([Cl:11])[c:7]([OH:10])[cH:8][cH:9]1)=[O:12]>>[CH2:1]([O:2][C:3]([c:4]1[cH:5][c:6]([Cl:11])[c:7]([OH:10])[cH:8][cH:9]1)=[O:12])[CH2:16][O:15][CH2:14][CH2:13][OH:19]. Reactants: C1(=CC=C(C=C1)S(=O)(=O)O)C (para-toluenesulfonic acid), C(C1=CC=CC=C1)=O (benzaldehyde), C1CCCCC1 (cyclohexane), CC(C(C)S)S (2,3-butanedithiol). Run in O (water). Conditions: time 25 minute. Product: CC1SC(SC1C)C1=CC=CC=C1 (4,5-DIMETHYL-2-PHENYL-1,3-DITHIOLANE). As a reaction SMILES: [C:1]1([CH3:11])[CH:6]=[CH:5][C:4](S(O)(=O)=O)=[CH:3][CH:2]=1.C1CCCCC1.[CH3:18][CH:19]([SH:23])[CH:20]([SH:22])[CH3:21].C(=O)C1C=CC=CC=1>O>[CH3:21][CH:20]1[CH:19]([CH3:18])[S:23][CH:11]([C:1]2[CH:6]=[CH:5][CH:4]=[CH:3][CH:2]=2)[S:22]1. Procedure details: Into a 100 ml reaction flask equipped with thermometer, reflux condenser and magnetic stirring bar and hot plate with magnetic stirring apparatus is placed 0.5 grams of para-toluenesulfonic acid, 5.0 ml cyclohexane and 6.1 grams (0.05 moles) of 2,3-butanedithiol. Over a period of 25 minutes, 5.3 grams (0.05 moles) of benzaldehyde is added to the reaction mass with stirring. The reaction mass is then heated to reflux with stirring and refluxed for a period of 9.5 hours while taking off water of r... The reactants are O=Cc1cc(Br)cs1, Cc1cc(C(C)(C)C)c(O)c(C(C)(C)C)c1, CCCCCCCCCCC=C[Sn](CCCC)(CCCC)CCCC, Cc1ccccc1, c1ccc(P(c2ccccc2)(c2ccccc2)[Pd](P(c2ccccc2)(c2ccccc2)c2ccccc2)(P(c2ccccc2)(c2ccccc2)c2ccccc2)P(c2ccccc2)(c2ccccc2)c2ccccc2)cc1. Yields the product CCCCCCCCCCC=Cc1csc(C=O)c1. As a reaction SMILES: [Br:1][c:2]1[cH:3][c:4]([CH:7]=[O:8])[s:5][cH:6]1.[C:9]([c:10]1[cH:11][c:12]([CH3:13])[cH:14][c:15]([C:16]([CH3:17])([CH3:18])[CH3:19])[c:20]1[OH:21])([CH3:22])([CH3:23])[CH3:24].[CH2:25]([Sn:26]([CH2:27][CH2:28][CH2:29][CH3:42])([CH:30]=[CH:31][CH2:32][CH2:33][CH2:34][CH2:35][CH2:36][CH2:37][CH2:38][CH2:39][CH2:40][CH3:41])[CH2:43][CH2:44][CH2:45][CH3:46])[CH2:47][CH2:48][CH3:49].[CH3:127][c:128]1[cH:129][cH:130][cH:131][cH:132][cH:133]1.[cH:50]1[cH:51][cH:52][c:53]([P:54]([Pd:55]([P:56]([c:57]2[cH:58][cH:59][cH:60][cH:61][cH:62]2)([c:63]2[cH:64][cH:65][cH:66][cH:67][cH:68]2)[c:69]2[cH:70][cH:71][cH:72][cH:73][cH:74]2)([P:75]([c:76]2[cH:77][cH:78][cH:79][cH:80][cH:81]2)([c:82]2[cH:83][cH:84][cH:85][cH:86][cH:87]2)[c:88]2[cH:89][cH:90][cH:91][cH:92][cH:93]2)[P:94]([c:95]2[cH:96][cH:97][cH:98][cH:99][cH:100]2)([c:101]2[cH:102][cH:103][cH:104][cH:105][cH:106]2)[c:107]2[cH:108][cH:109][cH:110][cH:111][cH:112]2)([c:113]2[cH:114][cH:115][cH:116][cH:117][cH:118]2)[c:119]2[cH:120][cH:121][cH:122][cH:123][cH:124]2)[cH:125][cH:126]1>>[c:2]1([CH:30]=[CH:31][CH2:32][CH2:33][CH2:34][CH2:35][CH2:36][CH2:37][CH2:38][CH2:39][CH2:40][CH3:41])[cH:3][c:4]([CH:7]=[O:8])[s:5][cH:6]1. Reactants: ClC(C(=O)OC)C(=O)C (methyl 2-chloroacetoacetate), S(=O)(=O)(C1=CC=C(C)C=C1)NN (tosyl hydrazine). Solvent: C1CCOC1 (THF), C1CCOC1 (THF), CCOCC (ether). Reaction conditions: time 8 hour. Product: ClC(C(=O)OC)C(C)=NNS(=O)(=O)C1=CC=C(C)C=C1 (methyl 2-chloro-3-(tosylhydrazono)butanoate). As a reaction SMILES: [Cl:1][CH:2]([C:7]([CH3:9])=O)[C:3]([O:5][CH3:6])=[O:4].[S:10]([NH:20][NH2:21])([C:13]1[CH:19]=[CH:18][C:16]([CH3:17])=[CH:15][CH:14]=1)(=[O:12])=[O:11]>C1COCC1.CCOCC>[Cl:1][CH:2]([C:7](=[N:21][NH:20][S:10]([C:13]1[CH:19]=[CH:18][C:16]([CH3:17])=[CH:15][CH:14]=1)(=[O:11])=[O:12])[CH3:9])[C:3]([O:5][CH3:6])=[O:4]. Procedure: A solution of 25 ml of methyl 2-chloroacetoacetate in 25 ml of THF was added dropwise over 30 minutes to a solution of 37.5 g of tosyl hydrazine in 150 ml of THF. The mixture was allowed to stand overnight, then heated at reflux for 2 hours, cooled to room temperature and stripped of solvent. The residue was then dissolved in 200 ml of ether. Crystallization occurred at room temperature. The collected solids were dried to give methyl 2-chloro-3-(tosylhydrazono)butanoate (7B), as a light yellow s...